Dataset: the Open Reaction Database (ORD), a public repository of structured organic reaction records. Task: describe an organic reaction: reactants, conditions, products, and yield The reactants are COC1(c2cc(F)cc(Sc3ccc(C(C)ONC(C)=O)cc3)c2)CCOCC1, C#CCBr. The product is C#CCN(OC(C)c1ccc(Sc2cc(F)cc(C3(OC)CCOCC3)c2)cc1)C(C)=O. As a reaction SMILES: [C:1]([CH3:2])(=[O:3])[NH:4][O:5][CH:6]([c:7]1[cH:8][cH:9][c:10]([S:13][c:14]2[cH:15][c:16]([C:21]3([O:27][CH3:28])[CH2:22][CH2:23][O:24][CH2:25][CH2:26]3)[cH:17][c:18]([F:20])[cH:19]2)[cH:11][cH:12]1)[CH3:29].[CH2:30]([C:31]#[CH:32])[Br:33]>>[C:1]([CH3:2])(=[O:3])[N:4]([O:5][CH:6]([c:7]1[cH:8][cH:9][c:10]([S:13][c:14]2[cH:15][c:16]([C:21]3([O:27][CH3:28])[CH2:22][CH2:23][O:24][CH2:25][CH2:26]3)[cH:17][c:18]([F:20])[cH:19]2)[cH:11][cH:12]1)[CH3:29])[CH2:32][C:31]#[CH:30]. The reactants are [Al+3], [Cl-], [Cl-], [Cl-], ClCCl, O, O=C(O)Cc1cccc2ccccc12, O=S(Cl)Cl. The product is O=C1Cc2cccc3cccc1c23. Reaction SMILES: [Al+3:20].[Cl-:19].[Cl-:21].[Cl-:22].[Cl:24][CH2:25][Cl:26].[OH2:23].[OH:1][C:2](=[O:3])[CH2:4][c:5]1[cH:6][cH:7][cH:8][c:9]2[cH:10][cH:11][cH:12][cH:13][c:14]12.[S:15]([Cl:16])([Cl:17])=[O:18]>>[C:2]1(=[O:3])[CH2:4][c:5]2[cH:6][cH:7][cH:8][c:9]3[cH:10][cH:11][cH:12][c:13]1[c:14]23. The reactants are CN(CCC1=C2C=NNC2=C(C=C1)[N+](=O)[O-])C (N,N-dimethyl-N-[2-(7-nitro-1H-indazol-4-yl)ethyl]amine). The reagents and catalysts are [Ni] (Raney nickel). Solvent: O1CCCC1 (tetrahydrofuran). The product is CN(CCC1=C2C=NNC2=C(C=C1)N)C (N,N-dimethyl-N-[2-(7-amino-1H-indazol-4-yl)ethyl]amine). Yield: 82.2%. Reaction SMILES: [CH3:1][N:2]([CH3:17])[CH2:3][CH2:4][C:5]1[CH:13]=[CH:12][C:11]([N+:14]([O-])=O)=[C:10]2[C:6]=1[CH:7]=[N:8][NH:9]2>[Ni].O1CCCC1>[CH3:17][N:2]([CH3:1])[CH2:3][CH2:4][C:5]1[CH:13]=[CH:12][C:11]([NH2:14])=[C:10]2[C:6]=1[CH:7]=[N:8][NH:9]2. Procedure: In the presence of 1.0 g of Raney nickel, 1.2 g of N,N-dimethyl-N-[2-(7-nitro-1H-indazol-4-yl)ethyl]amine is hydrogenated in 60 ml of tetrahydrofuran. The mixture is filtered, concentrated and recrystallized from ethyl acetate/hexane, thus producing 860 mg of N,N-dimethyl-N-[2-(7-amino-1H-indazol-4-yl)ethyl]amine, mp 125° C. This product is treated, in the amount of 460 mg, with ethanol and ethereal hydrochloric acid, recrystallization from methanol/diethyl ether yielding 505 mg of N,N-dimethyl-... Reactants: ClCCl, CC(C)(C)OC(=O)N1CCC(ON=C2CCN(c3ccc(S(C)(=O)=O)cc3F)CC2)CC1, O=C(O)C(F)(F)F. The product is CS(=O)(=O)c1ccc(N2CCC(=NOC3CCNCC3)CC2)c(F)c1. RXN SMILES: [Cl:40][CH2:41][Cl:42].[F:1][c:2]1[c:3]([N:12]2[CH2:13][CH2:14][C:15](=[N:18][O:19][CH:20]3[CH2:21][CH2:22][N:23]([C:26]([O:27][C:28]([CH3:29])([CH3:30])[CH3:31])=[O:32])[CH2:24][CH2:25]3)[CH2:16][CH2:17]2)[cH:4][cH:5][c:6]([S:8](=[O:9])(=[O:10])[CH3:11])[cH:7]1.[F:33][C:34]([F:35])([F:36])[C:37]([OH:38])=[O:39]>>[F:1][c:2]1[c:3]([N:12]2[CH2:13][CH2:14][C:15](=[N:18][O:19][CH:20]3[CH2:21][CH2:22][NH:23][CH2:24][CH2:25]3)[CH2:16][CH2:17]2)[cH:4][cH:5][c:6]([S:8](=[O:9])(=[O:10])[CH3:11])[cH:7]1. The reactants are CN(C)C=O, CCOC(C)=O, O=S(=O)(OC1=CCCCC1)C(F)(F)F, [Na+], [Na+], O=C([O-])[O-], COc1cc(B2OC(C)(C)C(C)(C)O2)c(Cl)cc1C(=O)N1Cc2cccn2Cc2ccccc21. Yields the product COc1cc(C2=CCCCC2)c(Cl)cc1C(=O)N1Cc2cccn2Cc2ccccc21. Reaction SMILES: [CH3:55][N:56]([CH3:57])[CH:58]=[O:59].[CH3:60][CH2:61][O:62][C:63](=[O:64])[CH3:65].[F:35][C:36]([F:37])([F:38])[S:39]([O:40][C:41]1=[CH:42][CH2:43][CH2:44][CH2:45][CH2:46]1)(=[O:47])=[O:48].[Na+:49].[Na+:50].[O-:51][C:52](=[O:53])[O-:54].[cH:1]1[cH:2][cH:3][n:4]2[c:5]1[CH2:6][N:7]([C:15](=[O:16])[c:17]1[c:18]([O:33][CH3:34])[cH:19][c:20]([B:24]3[O:25][C:26]([CH3:27])([CH3:28])[C:29]([CH3:30])([CH3:31])[O:32]3)[c:21]([Cl:23])[cH:22]1)[c:8]1[c:9]([cH:11][cH:12][cH:13][cH:14]1)[CH2:10]2>>[cH:1]1[cH:2][cH:3][n:4]2[c:5]1[CH2:6][N:7]([C:15](=[O:16])[c:17]1[c:18]([O:33][CH3:34])[cH:19][c:20]([C:41]3=[CH:42][CH2:43][CH2:44][CH2:45][CH2:46]3)[c:21]([Cl:23])[cH:22]1)[c:8]1[c:9]([cH:11][cH:12][cH:13][cH:14]1)[CH2:10]2.